describe an organic reaction: reactants, conditions, products, and yield From a dataset of the Open Reaction Database (ORD), a public repository of structured organic reaction records. Reactants: BrC1=C(C=CC2=CC(=CC=C12)C=1NC2=CC=CC=C2C1CCCCC)OCC#N ({[1-bromo-6-(3-pentyl-1H-indol-2-yl)-2-naphthyl]oxy}acetonitrile), CC(C)(C)[O-].[K+] (KOt-Bu), C1=CC=C(C=C1)CBr (BnBr). Run in C1CCOC1 (THF). Run at time 24 hour. Product: C(C1=CC=CC=C1)N1C(=C(C2=CC=CC=C12)CCCCC)C=1C=C2C=CC(=C(C2=CC1)Br)OCC#N ({[6-(1-Benzyl-3-pentyl-1H-indol-2-yl)-1-bromo-2-naphthyl]oxy}acetonitrile). Reaction SMILES: [Br:1][C:2]1[C:11]2[C:6](=[CH:7][C:8]([C:12]3[NH:13][C:14]4[C:19]([C:20]=3[CH2:21][CH2:22][CH2:23][CH2:24][CH3:25])=[CH:18][CH:17]=[CH:16][CH:15]=4)=[CH:9][CH:10]=2)[CH:5]=[CH:4][C:3]=1[O:26][CH2:27][C:28]#[N:29].CC([O-])(C)C.[K+].[CH:36]1[CH:41]=[CH:40][C:39]([CH2:42]Br)=[CH:38][CH:37]=1>C1COCC1>[CH2:42]([N:13]1[C:14]2[C:19](=[CH:18][CH:17]=[CH:16][CH:15]=2)[C:20]([CH2:21][CH2:22][CH2:23][CH2:24][CH3:25])=[C:12]1[C:8]1[CH:7]=[C:6]2[C:11](=[CH:10][CH:9]=1)[C:2]([Br:1])=[C:3]([O:26][CH2:27][C:28]#[N:29])[CH:4]=[CH:5]2)[C:39]1[CH:40]=[CH:41][CH:36]=[CH:37][CH:38]=1 |f:1.2|. Reported procedure: To a stirred solution of {[1-bromo-6-(3-pentyl-1H-indol-2-yl)-2-naphthyl]oxy}acetonitrile (0.135 g, 0.257 mmol) in THF (5 mL) at 0° C. was added KOt-Bu (0.032 g, 0.283 mmol) followed by BnBr (0.019 mL, 0.308 mmol). The reaction was warmed to rt and let stir for 24 h. After this time, the reaction mixture was quenched with 1 N HCl (˜2 mL). The resulting solution was diluted with EtOAc (100 mL). The organic layer was washed with 1 N HCl (10 mL), sat. aq. NaHCO3 (10 mL), and brine (10 mL) and then ... Starting materials: N(=[N+]=[N-])C=1SC=2CCOC3=C(C2N1)C=CC(=C3)Br (2-azido-8-bromo-4,5-dihydro-6-oxa-3-thia-1-aza-benzo[e]azulene), solution, C(C)[Mg]Br (ethylmagnesium bromide), C1(CC1)C#C (cyclopropylethyne). Solvent: C1CCOC1 (THF), C1CCOC1 (THF). Reaction conditions: temperature 50 celsius, time 2 hour. The product is BrC1=CC2=C(C=3N=C(SC3CCO2)N2N=NC=C2C2CC2)C=C1 (8-Bromo-2-(5-cyclopropyl-[1,2,3]triazol-1-yl)-4,5-dihydro-6-oxa-3-thia-1-aza-benzo[e]azulene). Isolated yield 73.7%. As a reaction SMILES: C([Mg]Br)C.[CH:5]1([C:8]#[CH:9])[CH2:7][CH2:6]1.[N:10]([C:13]1[S:14][C:15]2[CH2:16][CH2:17][O:18][C:19]3[CH:26]=[C:25]([Br:27])[CH:24]=[CH:23][C:20]=3[C:21]=2[N:22]=1)=[N+:11]=[N-:12]>C1COCC1>[Br:27][C:25]1[CH:24]=[CH:23][C:20]2[C:21]3[N:22]=[C:13]([N:10]4[C:8]([CH:5]5[CH2:7][CH2:6]5)=[CH:9][N:12]=[N:11]4)[S:14][C:15]=3[CH2:16][CH2:17][O:18][C:19]=2[CH:26]=1. Procedure: To a 1M solution of ethylmagnesium bromide in THF (1.3 mL, 1.3 mmol) under a nitrogen atmosphere, was added dropwise cyclopropylethyne (70% in toluene, 0.154 mL, 1.3 mmol). The reaction mixture was heated at 50° C. for 15 mins then allowed to cool down to RT. A solution of 2-azido-8-bromo-4,5-dihydro-6-oxa-3-thia-1-aza-benzo[e]azulene (425 mg, 1.3 mmol) in THF (1.5 mL) was then added dropwise. The reaction mixture was stirred at RT for 2 h, quenched with aqueous saturated ammonium chloride and d... Run at temperature 65 celsius, time 24 hour. Reagents/catalysts: [Fe] (Iron). RXN SMILES: C[OH:2].O.[F:4][C:5]1[C:10]([O:11][CH2:12][CH2:13][O:14][CH3:15])=[CH:9][C:8]([O:16][CH3:17])=[CH:7][C:6]=1[CH:18]([NH:34][C:35]1[CH:40]=[CH:39][C:38]([C:41]2[N:45]=[C:44]([C:46](F)(F)F)[O:43][N:42]=2)=[CH:37][CH:36]=1)[C:19]1[NH:20][C:21](=[O:33])[N:22]([C:24]2[C:29]([N+:30]([O-])=O)=[CH:28][CH:27]=[CH:26][N:25]=2)[N:23]=1>[Fe].C(O)(=O)C>[C:44]([OH:2])(=[O:43])[CH3:46].[NH2:30][C:29]1[C:24]([N:22]2[C:21](=[O:33])[NH:20][C:19]([CH:18]([NH:34][C:35]3[CH:36]=[CH:37][C:38]([C:41]([NH2:45])=[NH:42])=[CH:39][CH:40]=3)[C:6]3[CH:7]=[C:8]([O:16][CH3:17])[CH:9]=[C:10]([O:11][CH2:12][CH2:13][O:14][CH3:15])[C:5]=3[F:4])=[N:23]2)=[N:25][CH:26]=[CH:27][CH:28]=1 |f:5.6|. Starting materials: O (water), FC1=C(C=C(C=C1OCCOC)OC)C(C=1NC(N(N1)C1=NC=CC=C1[N+](=O)[O-])=O)NC1=CC=C(C=C1)C1=NOC(=N1)C(F)(F)F (5-{[2-fluoro-5-methoxy-3-(2-methoxyethoxy)phenyl]-[4-(5-trifluoromethyl-[1,2,4]oxadiazol-3-yl)phenylamino]methyl}-2-(3-nitropyridin-2-yl)-2,4-dihydro-[1,2,4]triazol-3-one), CO (methanol). Procedure: Iron powder (55 mg) was added to 4.5 ml of a methanol:water:acetic acid=1:1:1 mixed solvent solution containing 38 mg of 5-{[2-fluoro-5-methoxy-3-(2-methoxyethoxy)phenyl]-[4-(5-trifluoromethyl-[1,2,4]oxadiazol-3-yl)phenylamino]methyl}-2-(3-nitropyridin-2-yl)-2,4-dihydro-[1,2,4]triazol-3-one. The mixture was stirred at 65° C. for 24 hours under a nitrogen atmosphere. The reaction mixture was filtered and then purified by reverse-phase high performance liquid chromatography (acetonitrile-water, 0.... The solvent is C(C)(=O)O (acetic acid). The product is C(C)(=O)O.NC=1C(=NC=CC1)N1N=C(NC1=O)C(C1=C(C(=CC(=C1)OC)OCCOC)F)NC1=CC=C(C(=N)N)C=C1 (4-({[1-(3-Aminopyridin-2-yl)-5-oxo-4,5-dihydro-1H-[1,2,4]triazol-3-yl]-[2-fluoro-5-methoxy-3-(2-methoxyethoxy)phenyl]methyl}amino)benzamidine acetate). Reactants: OC=1C=C(C(=O)O)C=CC1C (3-hydroxy-4-methylbenzoic acid), ICCO[Si](C(C)C)(C(C)C)C(C)C ((2-iodoethoxy)triisopropylsilane). Yields the product CC1=C(C=C(C(=O)OCCO[Si](C(C)C)(C(C)C)C(C)C)C=C1)OCCO[Si](C(C)C)(C(C)C)C(C)C (2-Triisopropylsilanyloxyethyl 4-methyl-3-(2-triisopropylsilanyloxyethoxy)benzoate). As a reaction SMILES: [OH:1][C:2]1[CH:3]=[C:4]([CH:8]=[CH:9][C:10]=1[CH3:11])[C:5]([OH:7])=[O:6].I[CH2:13][CH2:14][O:15][Si:16]([CH:23]([CH3:25])[CH3:24])([CH:20]([CH3:22])[CH3:21])[CH:17]([CH3:19])[CH3:18]>>[CH3:11][C:10]1[CH:9]=[CH:8][C:4]([C:5]([O:7][CH2:13][CH2:14][O:15][Si:16]([CH:23]([CH3:25])[CH3:24])([CH:20]([CH3:22])[CH3:21])[CH:17]([CH3:19])[CH3:18])=[O:6])=[CH:3][C:2]=1[O:1][CH2:13][CH2:14][O:15][Si:16]([CH:20]([CH3:21])[CH3:22])([CH:17]([CH3:19])[CH3:18])[CH:23]([CH3:24])[CH3:25]. Procedure details: Analogously to Example 12d, 5.0 g of 3-hydroxy-4-methylbenzoic acid and 24.3 g of (2-iodoethoxy)triisopropylsilane are reacted. The title compound is obtained as a yellowish oil. Rf=0.66 (1:4 EtOAc-heptane); Rt=6.30. Starting materials: CI, CCO, Cc1cccc(N)c1CNC(=S)Nc1cccc(C(F)(F)F)c1. The product is Cc1cccc2c1CNC(Nc1cccc(C(F)(F)F)c1)=N2. As a reaction SMILES: [CH3:1][I:2].[CH3:26][CH2:27][OH:28].[NH2:3][c:4]1[c:5]([CH2:6][NH:7][C:8](=[S:9])[NH:10][c:11]2[cH:12][c:13]([C:17]([F:18])([F:19])[F:20])[cH:14][cH:15][cH:16]2)[c:21]([CH3:25])[cH:22][cH:23][cH:24]1>>[N:3]1=[C:8]([NH:10][c:11]2[cH:12][c:13]([C:17]([F:18])([F:19])[F:20])[cH:14][cH:15][cH:16]2)[NH:7][CH2:6][c:5]2[c:4]1[cH:24][cH:23][cH:22][c:21]2[CH3:25]. Starting materials: COC1=CC(=CC(=C1)OC)OC (1,3,5-trimethoxybenzene), CO/C=C/C(=O)OC (methyl trans-3-methoxyacrylate), P(=O)(Cl)(Cl)Cl (phosphorus oxychloride). Solvent: C(C)(=O)O (acetic acid), O (water), O (water). Reaction conditions: time 3 hour. Yields the product COC1=C(C(=CC(=C1)OC)OC)/C=C/C(=O)OC (methyl trans-3-(2,4,6-trimethoxyphenyl)acrylate). Yield: 90.5%. Reaction SMILES: [CH3:1][O:2][C:3]1[CH:8]=[C:7]([O:9][CH3:10])[CH:6]=[C:5]([O:11][CH3:12])[CH:4]=1.CO/[CH:15]=[CH:16]/[C:17]([O:19][CH3:20])=[O:18].P(Cl)(Cl)(Cl)=O>O.C(O)(=O)C>[CH3:12][O:11][C:5]1[CH:4]=[C:3]([O:2][CH3:1])[CH:8]=[C:7]([O:9][CH3:10])[C:6]=1/[CH:15]=[CH:16]/[C:17]([O:19][CH3:20])=[O:18]. Reported procedure: 1.68 g of 1,3,5-trimethoxybenzene, 2.32 g of methyl trans-3-methoxyacrylate, 0.18 g of water and 6 mL of glacial acetic acid were mixed, 164 mg of phosphorus oxychloride was added into the mixture at an inner temperature of 25° C., the added mixture was stirred for 3 hours at the same temperature to cause a reaction. After completion of the reaction, 36 mL of water was added dropwise into the reaction liquid, and the precipitated crystals were filtrated. The crystals were washed with 20 vol % of... The reactants are ClC1=CC=C2C(=CN=CC2=C1)C (7-chloro-4-methylisoquinoline), S(O)(O)(=O)=O (sulfuric acid), S(O)(O)(=O)=O (sulfuric acid), [N+](=O)([O-])[O-].[K+] (potassium nitrate). Reaction conditions: time 1 hour. Yields the product ClC1=CC=C2C(=CN=CC2=C1[N+](=O)[O-])C (7-chloro-4-methyl-8-nitroisoquinoline). As a reaction SMILES: [Cl:1][C:2]1[CH:11]=[C:10]2[C:5]([C:6]([CH3:12])=[CH:7][N:8]=[CH:9]2)=[CH:4][CH:3]=1.S(=O)(=O)(O)O.[N+:18]([O-])([O-:20])=[O:19].[K+]>>[Cl:1][C:2]1[C:11]([N+:18]([O-:20])=[O:19])=[C:10]2[C:5]([C:6]([CH3:12])=[CH:7][N:8]=[CH:9]2)=[CH:4][CH:3]=1 |f:2.3|. Reported procedure: A mixture of 17.7 g. (0.1 mole) of 7-chloro-4-methylisoquinoline and 100 ml. of concentrated sulfuric acid is treated with 10 g. (0.1 mole) of potassium nitrate dissolved in 150 ml. of concentrated sulfuric acid. The mixture is stirred for one hour, quenched on ice, made alkaline with ammonium hydroxide and filtered to yield 7-chloro-4-methyl-8-nitroisoquinoline. Reactants: C1(=CC=CC=C1)C (toluene), C1(=CC=CC=C1)C (toluene), C(C)(C)(C)OC(=O)N1CCNCC1 (tert-butyl-1-piperazine carboxylate), C(=O)([O-])[O-].[K+].[K+] (K2CO3), ClC1=NC(=CC=C1C(F)(F)F)Cl (2,6-dichloro-3-trifluoromethylpyridine). Product: C(C)(C)(C)OC(=O)N1CCN(CC1)C1=NC(=C(C=C1)C(F)(F)F)Cl (4-(6-Chloro-5-trifluoromethyl-pyridin-2-yl)-piperazine-1-carboxylic acid tert-butyl ester). Run at temperature 80 celsius, time 2 hour. The yield is 74.9%. Procedure details: To a suspension of tert-butyl-1-piperazine carboxylate (27.0 g, 145 mmol) and K2CO3 (40.0 g, 290 mmol) in DMSO (200 mL) were 2,6-dichloro-3-trifluoromethylpyridine (29.1 g, 135 mmol) and toluene (50 mL) added. The thick slurry was stirred at 80° C. for two hours, followed by addition of toluene (0.5 L) and water (1 L). The phases were separated and the organic phase was washed twice with water. The solvent from the dried (MgSO4) organic phase was evaporated at reduced pressure. The solid residue... Run in O (water), CS(=O)C (DMSO). Reaction SMILES: [C:1]([O:5][C:6]([N:8]1[CH2:13][CH2:12][NH:11][CH2:10][CH2:9]1)=[O:7])([CH3:4])([CH3:3])[CH3:2].C([O-])([O-])=O.[K+].[K+].[Cl:20][C:21]1[C:26]([C:27]([F:30])([F:29])[F:28])=[CH:25][CH:24]=[C:23](Cl)[N:22]=1.C1(C)C=CC=CC=1>CS(C)=O.O>[C:1]([O:5][C:6]([N:8]1[CH2:13][CH2:12][N:11]([C:23]2[CH:24]=[CH:25][C:26]([C:27]([F:29])([F:30])[F:28])=[C:21]([Cl:20])[N:22]=2)[CH2:10][CH2:9]1)=[O:7])([CH3:4])([CH3:2])[CH3:3] |f:1.2.3|.